This data is from the Open Reaction Database (ORD), a public repository of structured organic reaction records. The task is: describe an organic reaction: reactants, conditions, products, and yield The reactants are BrC1=C(C(=CC=2C(CNCCC21)C2=CC=CC=C2)OC)OC (6-bromo-7,8-dimethoxy-1-phenyl-2,3,4,5-tetrahydro-1H-3-benzazepine), C(CCC)Br (n-butyl bromide), [OH-].[K+] (potassium hydroxide). Run in CO (methanol). The product is C(CCC)N1CCC2=C(C(C1)C1=CC=CC=C1)C=C(C(=C2Br)OC)OC (3-n-butyl-6-bromo-7,8-dimethoxy-1-phenyl-2,3,4,5-tetrahydro-1H-3-benzazepine). Reaction SMILES: [Br:1][C:2]1[C:12]2[CH2:11][CH2:10][NH:9][CH2:8][CH:7]([C:13]3[CH:18]=[CH:17][CH:16]=[CH:15][CH:14]=3)[C:6]=2[CH:5]=[C:4]([O:19][CH3:20])[C:3]=1[O:21][CH3:22].[CH2:23](Br)[CH2:24][CH2:25][CH3:26].[OH-].[K+]>CO>[CH2:23]([N:9]1[CH2:8][CH:7]([C:13]2[CH:18]=[CH:17][CH:16]=[CH:15][CH:14]=2)[C:6]2[CH:5]=[C:4]([O:19][CH3:20])[C:3]([O:21][CH3:22])=[C:2]([Br:1])[C:12]=2[CH2:11][CH2:10]1)[CH2:24][CH2:25][CH3:26] |f:2.3|. Procedure: A mixture of 4.9 g of 6-bromo-7,8-dimethoxy-1-phenyl-2,3,4,5-tetrahydro-1H-3-benzazepine, 0.02 ml of n-butyl bromide and 0.02 mol of potassium hydroxide is dissolved in 120 ml of dry methanol and refluxed for 48 hours. The reaction mixture is evaporated to dryness, taken up in ethyl acetate and filtered to remove inorganic salts. The filtrate is washed with water, dried and evaporated to give 3-n-butyl-6-bromo-7,8-dimethoxy-1-phenyl-2,3,4,5-tetrahydro-1H-3-benzazepine. Run at time 30 minute. Solvent: CN(C)C=O (DMF), C(C)(=O)O (acetic acid). As a reaction SMILES: [N:1]1([CH2:6][CH2:7][OH:8])[CH2:5][CH2:4][CH2:3][CH2:2]1.[H-].[Na+].[CH3:11][C:12]1[CH:17]=[C:16]([C:18]2[NH:27][C:26](=[O:28])[C:25]3[C:20](=[CH:21][C:22]([F:30])=[CH:23][C:24]=3F)[N:19]=2)[CH:15]=[C:14]([CH3:31])[N:13]=1.O>CN(C=O)C.C(O)(=O)C>[CH3:11][C:12]1[CH:17]=[C:16]([C:18]2[NH:27][C:26](=[O:28])[C:25]3[C:20](=[CH:21][C:22]([F:30])=[CH:23][C:24]=3[O:8][CH2:7][CH2:6][N:1]3[CH2:5][CH2:4][CH2:3][CH2:2]3)[N:19]=2)[CH:15]=[C:14]([CH3:31])[N:13]=1 |f:1.2|. Product: CC1=NC(=CC(=C1)C1=NC2=CC(=CC(=C2C(N1)=O)OCCN1CCCC1)F)C (2-(2,6-dimethyl-pyridin-4-yl)-7-fluoro-5-(2-pyrrolidin-1-yl-ethoxy)-3H-quinazolin-4-one). Starting materials: N1(CCCC1)CCO (2-pyrrolidin-1-yl-ethanol), [H-].[Na+] (sodium hydride), O (Water), CC1=NC(=CC(=C1)C1=NC2=CC(=CC(=C2C(N1)=O)F)F)C (2-(2,6-dimethyl-pyridin-4-yl)-5,7-difluoro-3H-quinazolin-4-one). Procedure details: To a solution of 2-pyrrolidin-1-yl-ethanol (5.09 g, 44.2 mmol) in DMF (10 mL) was added sodium hydride (60% suspension in mineral oil, 0.88 g, 22.1 mmol) in small portions and the reaction mixture was stirred at room temperature for 30 minutes. To this mixture was added 2-(2,6-dimethyl-pyridin-4-yl)-5,7-difluoro-3H-quinazolin-4-one 0.63 g, 2.21 mmol) and the reaction mixture was stirred at room temperature for 16 hours. Water (20 mL) was added, and the mixture was neutralized, to pH approximatel... Starting materials: O=C([O-])[O-], CN(C)C=O, ClCCBr, [K+], [K+], O, COc1cc2c(Oc3ccc(C)cc3C(=O)c3ccccc3)ccnc2cc1O. The product is COc1cc2c(Oc3ccc(C)cc3C(=O)c3ccccc3)ccnc2cc1OCCCl. RXN SMILES: [C:34](=[O:35])([O-:36])[O-:37].[CH3:41][N:42]([CH3:43])[CH:44]=[O:45].[Cl:30][CH2:31][CH2:32][Br:33].[K+:38].[K+:39].[OH2:40].[OH:1][c:2]1[c:3]([O:28][CH3:29])[cH:4][c:5]2[c:6]([O:12][c:13]3[c:14]([C:20](=[O:21])[c:22]4[cH:23][cH:24][cH:25][cH:26][cH:27]4)[cH:15][c:16]([CH3:19])[cH:17][cH:18]3)[cH:7][cH:8][n:9][c:10]2[cH:11]1>>[O:1]([c:2]1[c:3]([O:28][CH3:29])[cH:4][c:5]2[c:6]([O:12][c:13]3[c:14]([C:20](=[O:21])[c:22]4[cH:23][cH:24][cH:25][cH:26][cH:27]4)[cH:15][c:16]([CH3:19])[cH:17][cH:18]3)[cH:7][cH:8][n:9][c:10]2[cH:11]1)[CH2:32][CH2:31][Cl:30]. The reactants are Cl (hydrogen chloride), ClC1=NC(N=C1Cl)=C(Cl)Cl (4,5-dichloro-2-dichloromethylene-imidazole), Cl (HCl). The solvent is C1(=CC=CC=C1)C (toluene). Product: ClC=1N=C(NC1Cl)C(Cl)(Cl)Cl (4,5-dichloro-2-trichloromethyl-imidazole). The yield is 89.0%. Reaction SMILES: [ClH:1].[Cl:2][C:3]1[C:7]([Cl:8])=[N:6][C:5](=[C:9]([Cl:11])[Cl:10])[N:4]=1>C1(C)C=CC=CC=1>[Cl:2][C:3]1[N:4]=[C:5]([C:9]([Cl:1])([Cl:11])[Cl:10])[NH:6][C:7]=1[Cl:8]. Reported procedure: Dry hydrogen chloride was passed into a solution of 218 g (1.0 mol) of 4,5-dichloro-2-dichloromethylene-imidazole in about 2 liters of dry toluene until the formation of a precipitate had ended (at least 1 mol). After cooling (the addition of HCl was exothermic), filtering off and drying, 235 g (89% of theory) of 4,5-dichloro-2-trichloromethyl-imidazole of melting point 210° C. (with decomposition) were obtained. Starting materials: ClC1=C2C(=NC(=C1)C)C=NN2 (7-chloro-5-methyl-1H-pyrazolo(4,3-b)pyridine), COCCN (methoxyethylamine). Product: COCCNN1N=CC2=NC(=CC=C21)C (2-Methoxyethylamino-5-methyl-1H-pyrazolo[4,3-b]pyridine). As a reaction SMILES: Cl[C:2]1[CH:7]=[C:6]([CH3:8])[N:5]=[C:4]2[CH:9]=[N:10][NH:11][C:3]=12.[CH3:12][O:13][CH2:14][CH2:15][NH2:16]>>[CH3:12][O:13][CH2:14][CH2:15][NH:16][N:11]1[C:3]2[C:4](=[N:5][C:6]([CH3:8])=[CH:7][CH:2]=2)[CH:9]=[N:10]1. Reported procedure: 7-Chloro-5-methyl-1H-pyrazolo[4,3-b]pyridine (D4) (1 g, 0.06 mole) was heated at reflux under nitrogen in methoxyethylamine for 1 week. Volatile material was removed under vacuum and the residue treated with water (15 ml) and a little methanol. A small amount of insoluble material was filtered off and the filtrate reevaporated to dryness. Chromatography on basic alumina eluting with ethyl acetate with methanol added to a maximum of 15% gave white gum. This was further purified by passing through...